This data is from the Open Reaction Database (ORD), a public repository of structured organic reaction records. The task is: describe an organic reaction: reactants, conditions, products, and yield The reactants are Cc1ccc(NC(=O)c2cccc(C(F)(F)F)c2)cc1Nc1c(-c2cc(S(C)=O)ncn2)cnn1C, CC(C)O, NCCN1CCOCC1. The product is Cc1ccc(NC(=O)c2cccc(C(F)(F)F)c2)cc1Nc1c(-c2cc(NCCN3CCOCC3)ncn2)cnn1C. As a reaction SMILES: [CH3:1][S:2](=[O:3])[c:4]1[cH:5][c:6](-[c:10]2[c:11]([NH:16][c:17]3[cH:18][c:19]([NH:24][C:25]([c:26]4[cH:27][c:28]([C:32]([F:33])([F:34])[F:35])[cH:29][cH:30][cH:31]4)=[O:36])[cH:20][cH:21][c:22]3[CH3:23])[n:12]([CH3:15])[n:13][cH:14]2)[n:7][cH:8][n:9]1.[CH3:46][CH:47]([OH:48])[CH3:49].[O:37]1[CH2:38][CH2:39][N:40]([CH2:43][CH2:44][NH2:45])[CH2:41][CH2:42]1>>[c:4]1([NH:45][CH2:44][CH2:43][N:40]2[CH2:39][CH2:38][O:37][CH2:42][CH2:41]2)[cH:5][c:6](-[c:10]2[c:11]([NH:16][c:17]3[cH:18][c:19]([NH:24][C:25]([c:26]4[cH:27][c:28]([C:32]([F:33])([F:34])[F:35])[cH:29][cH:30][cH:31]4)=[O:36])[cH:20][cH:21][c:22]3[CH3:23])[n:12]([CH3:15])[n:13][cH:14]2)[n:7][cH:8][n:9]1. Reactants: ClC1=C(C=CC(=C1)N)C1C(CC(CC1=O)(C)C)=O (2-(2'-chloro-4'-aminophenyl)-5,5-dimethyl-1, 3-cyclohexanedione), Cl (HCl), N(=O)[O-].[Na+] (sodium nitrite), amine hydrochloride, diazonium salt, Cl (HCl), N(=O)[O-].[Na+] (NaNO2). Solvent: O (water), O (water). Conditions: temperature 10 celsius, time 10 minute. Product: ClC1=C(C=CC(=C1)Cl)C1C(CC(CC1=O)(C)C)=O (2-(2', 4'-Dichlorophenyl)-5,5-dimethyl-1, 3-cyclohexanedione). RXN SMILES: [Cl:1][C:2]1[CH:7]=[C:6](N)[CH:5]=[CH:4][C:3]=1[CH:9]1[C:14](=[O:15])[CH2:13][C:12]([CH3:17])([CH3:16])[CH2:11][C:10]1=[O:18].[ClH:19].N([O-])=O.[Na+]>O>[Cl:1][C:2]1[CH:7]=[C:6]([Cl:19])[CH:5]=[CH:4][C:3]=1[CH:9]1[C:14](=[O:15])[CH2:13][C:12]([CH3:17])([CH3:16])[CH2:11][C:10]1=[O:18] |f:2.3|. Procedure: A suspension of 5.00 g (0.0188 mol) of 2-(2'-chloro-4'-aminophenyl)-5,5-dimethyl-1, 3-cyclohexanedione in 75 ml of water containing 4.0 ml of concentrated HCl was stirred and heated almost to boiling for 10 min., then cooled to 10° C. and an additional 7 ml of conc. HCl added and the solution cooled to 0°-5° C. A solution of 2.00 g (0.0282 mol) of sodium nitrite in 6.0 ml of water was added dropwise to the amine hydrochloride solution while maintaining the temperature at 0°-5° C. When all the Na... Reactants: FC1=C(C=CC=C1)N1N=NC(=C1C1=CC=NC=C1)C1=NC(=NO1)C1=CC=C(C=O)C=C1 (4-(5-(1-(2-fluorophenyl)-5-(pyridin-4-yl)-1H-1,2,3-triazol-4-yl)-1,2,4-oxadiazol-3-yl)benzaldehyde), C(C)(C)N (iso-propylamine). Yields the product FC1=C(C=CC=C1)N1N=NC(=C1C1=CC=NC=C1)C1=NC(=NO1)C1=CC=C(CNC(C)C)C=C1 (N-(4-{5-[1-(2-fluorophenyl)-5-pyridin-4-yl-1H-1,2,3-triazol-4-yl]-1,2,4-oxadiazol-3-yl}benzyl)propan-2-amine), Example 165. Reaction SMILES: [F:1][C:2]1[CH:7]=[CH:6][CH:5]=[CH:4][C:3]=1[N:8]1[C:12]([C:13]2[CH:18]=[CH:17][N:16]=[CH:15][CH:14]=2)=[C:11]([C:19]2[O:23][N:22]=[C:21]([C:24]3[CH:31]=[CH:30][C:27]([CH:28]=O)=[CH:26][CH:25]=3)[N:20]=2)[N:10]=[N:9]1.[CH:32]([NH2:35])([CH3:34])[CH3:33]>>[F:1][C:2]1[CH:7]=[CH:6][CH:5]=[CH:4][C:3]=1[N:8]1[C:12]([C:13]2[CH:18]=[CH:17][N:16]=[CH:15][CH:14]=2)=[C:11]([C:19]2[O:23][N:22]=[C:21]([C:24]3[CH:31]=[CH:30][C:27]([CH2:28][NH:35][CH:32]([CH3:34])[CH3:33])=[CH:26][CH:25]=3)[N:20]=2)[N:10]=[N:9]1. Procedure: The title compound was prepared following the procedure described for Example 94, but starting from 4-(5-(1-(2-fluorophenyl)-5-(pyridin-4-yl)-1H-1,2,3-triazol-4-yl)-1,2,4-oxadiazol-3-yl)benzaldehyde, obtained as described in Example 113, Step 1, (200 mg; 0.48 mmol) and iso-propylamine (57.3 mg; 0.97 mmol) to give Example 165 as a yellow solid. 1H NMR: (CDCl3, 400 MHz) δ 8.72 (2H, dd, J=4.6, 1.6 Hz), 8.05 (2H, d, J=8.1 Hz), 7.64-7.53 (2H, m), 7.46 (2H, d, J=8.0 Hz), 7.39-7.34 (3H, m), 7.22-7.16 (... Starting materials: ClC1=C(N)C(=CC=C1C)Cl (2,6-dichloro-3-methylaniline), N1=CC=CC=C1 (pyridine), [OH-].[Na+] (sodium hydroxide), C(Cl)(Cl)Cl (chloroform), C(=O)NC1=NC(=NN1)S(=O)(=O)Cl (5-formylamino-3-chlorosulfonyl-1,2,4-triazole). Run at temperature 70 celsius, time 4 hour. Product: ClC1=C(C(=CC=C1C)Cl)NS(=O)(=O)C1(N=CN=N1)NC=O (N-(2,6-Dichloro-3-methylphenyl)-5-formylamino-1,2,4-triazole-5-sulfonamide). RXN SMILES: [Cl:1][C:2]1[C:8]([CH3:9])=[CH:7][CH:6]=[C:5]([Cl:10])[C:3]=1[NH2:4].C(N[C:14]1[NH:18][N:17]=[C:16]([S:19](Cl)(=[O:21])=[O:20])[N:15]=1)=O.[OH-:23].[Na+].C(Cl)(Cl)Cl.[N:29]1[CH:34]=CC=CC=1>>[Cl:1][C:2]1[C:8]([CH3:9])=[CH:7][CH:6]=[C:5]([Cl:10])[C:3]=1[NH:4][S:19]([C:16]1([NH:29][CH:34]=[O:23])[N:17]=[N:18][CH:14]=[N:15]1)(=[O:20])=[O:21] |f:2.3|. Procedure details: To a mixture of 1 g (5.2 mmol) of 2,6-dichloro-3-methylaniline in 2 ml pyridine was added 1 g (4.7 mmol) of 5-formylamino-3-chlorosulfonyl-1,2,4-triazole over a period of 5 minutes. The mixture was heated with stirring to 70° C. for 4 hours. It was then cooled and dispersed between 25 ml of 1N aqueous sodium hydroxide and 50 ml of chloroform. The aqueous layer was recovered, extracted with more chloroform, and acidified with aqueous hydrochloric acid. The solids that formed were collected by fil... Procedure: The 2-(4-aminophenyl)benzoxazole, benzothiazole, or benzimidazole was prepared by condensation of the appropriate aniline derivative with p-amino benzoic acid using polyphosphoric acid. The product was converted to the corresponding isothiocyanate with thiophosgene and subsequently condensed with cyanoacetamide to form the thiocarbamoyl cyanoacetamide. Treatment with bromine afforded the cyano hydroxy thiazole, which was converted to carboxamidine by treatment with the appropriate amide, as show... RXN SMILES: [NH2:1][C:2]1[CH:7]=[CH:6][CH:5]=[CH:4][CH:3]=1.[NH2:8][C:9]1[CH:17]=[CH:16][C:12]([C:13]([OH:15])=O)=[CH:11][CH:10]=1.[N-:18]=[C:19]=[S:20].C(Cl)(Cl)=S.[C:25]([CH2:27][C:28]([NH2:30])=[O:29])#[N:26]>>[NH2:8][C:9]1[CH:10]=[CH:11][C:12]([C:13]2[O:15][C:3]3[CH:4]=[CH:5][CH:6]=[CH:7][C:2]=3[N:1]=2)=[CH:16][CH:17]=1.[S:20]1[C:3]2[CH:4]=[CH:5][CH:6]=[CH:7][C:2]=2[N:18]=[CH:19]1.[N:1]1[C:2]2[CH:7]=[CH:6][CH:5]=[CH:4][C:3]=2[NH:26][CH:25]=1.[C:19]([CH:27]([C:25]#[N:26])[C:28]([NH2:30])=[O:29])(=[S:20])[NH2:18]. Starting materials: NC1=CC=CC=C1 (aniline), NC1=CC=C(C(=O)O)C=C1 (p-amino benzoic acid), [N-]=C=S (isothiocyanate), C(=S)(Cl)Cl (thiophosgene), C(#N)CC(=O)N (cyanoacetamide), polyphosphoric acid. Product: NC1=CC=C(C=C1)C=1OC2=C(N1)C=CC=C2 (2-(4-aminophenyl)benzoxazole), S1C=NC2=C1C=CC=C2 (benzothiazole), N1=CNC2=C1C=CC=C2 (benzimidazole), C(N)(=S)C(C(=O)N)C#N (thiocarbamoyl cyanoacetamide). Starting materials: NC1=NC(=C2N=CN(C2=N1)OCC1=CC=CC=C1)OC (2-amino-9-benzyloxy-6-methoxypurine), C(C)O (ethanol). Reagents/catalysts: [Pd] (palladium-on-charcoal). Run in O1CCOCC1 (dioxan). Conditions: time 45 minute. The product is NC1=NC(=C2N=CN(C2=N1)O)OC (2-Amino-9-hydroxy-6-methoxypurine). RXN SMILES: [NH2:1][C:2]1[N:10]=[C:9]2[C:5]([N:6]=[CH:7][N:8]2[O:11]CC2C=CC=CC=2)=[C:4]([O:19][CH3:20])[N:3]=1.C(O)C>[Pd].O1CCOCC1>[NH2:1][C:2]1[N:10]=[C:9]2[C:5]([N:6]=[CH:7][N:8]2[OH:11])=[C:4]([O:19][CH3:20])[N:3]=1. Procedure details: A mixture of 2-amino-9-benzyloxy-6-methoxypurine (300mg, 1.11mmol), 10% palladium-on-charcoal (100mg), ethanol (10ml) and dioxan (5ml) was stirred under an atmosphere of hydrogen for 45 minutes. The catalyst was then removed and the filtrate evaporated to a white solid 2-amino-9-hydroxy-6-methoxypurine (190mg, 95%). IR: υmax (KBr) 3312, 1643, 1591, 1394cm-1 ; 1H NMR: δH [(CD3)2SO] 3.95 (3H, s, CH3), 6.45 (2H, br.s, D2O exchangeable, NH2), 7.93 (1H, s, H-8), 11.75 (1H, br.s, OH). Found: m/e 181.0... Starting materials: C(C1=CC=CC=C1)C1=CC=C(OC[C@H]2NCCC2)C=C1 ((S)-2-(4-Benzyl-phenoxymethyl)-pyrrolidine), C([O-])([O-])=O.[K+].[K+] (potassium carbonate), CN(C)C=O (DMF), BrCCC(=O)OC (methyl 3-bromopropionate). Solvent: O (water). Conditions: temperature 60 celsius. Product: COC(CCN1[C@@H](CCC1)COC1=CC=C(C=C1)CC1=CC=CC=C1)=O (3-[(S)-2-(4-Benzyl-phenoxymethyl)-pyrrolidin-1-yl]-propionic acid methyl ester). Yield: 14.0%. RXN SMILES: [CH2:1]([C:8]1[CH:20]=[CH:19][C:11]([O:12][CH2:13][C@@H:14]2[CH2:18][CH2:17][CH2:16][NH:15]2)=[CH:10][CH:9]=1)[C:2]1[CH:7]=[CH:6][CH:5]=[CH:4][CH:3]=1.CN(C=O)C.Br[CH2:27][CH2:28][C:29]([O:31][CH3:32])=[O:30].C(=O)([O-])[O-].[K+].[K+]>O>[CH3:32][O:31][C:29](=[O:30])[CH2:28][CH2:27][N:15]1[CH2:16][CH2:17][CH2:18][C@H:14]1[CH2:13][O:12][C:11]1[CH:19]=[CH:20][C:8]([CH2:1][C:2]2[CH:3]=[CH:4][CH:5]=[CH:6][CH:7]=2)=[CH:9][CH:10]=1 |f:3.4.5|. Reported procedure: (S)-2-(4-Benzyl-phenoxymethyl)-pyrrolidine (200 mg, 0.658 mmol) was taken into DMF (2 mL), and methyl 3-bromopropionate (121 mg, 0.724 mmol) was added, followed by potassium carbonate (182 mg, 1.317 mmol). The mixture was heated to 60° C. and left to react overnight. The mixture was diluted with water, and extracted with ethyl acetate (3×). The combined ethyl acetate layers were washed with brine, dried over anhydrous sodium sulfate, and concentrated to dryness. The compound was then purified by... The reactants are NC=1C=C(C=CC1OC)C=1OC2=C(N1)C=C(C=C2)C2=CC1=C(C=C2)OCO1 (3-amino-4-methoxyphenyl-5-[3,4-(methylenedioxy)phenyl]benzoxazole), C1=CC2=C(C=C1C(=O)O)C(=O)OC2=O (1,2,4-benzenetricarboxylic anhydride). Reaction SMILES: [NH2:1][C:2]1[CH:3]=[C:4]([C:10]2[O:11][C:12]3[CH:18]=[CH:17][C:16]([C:19]4[CH:24]=[CH:23][C:22]5[O:25][CH2:26][O:27][C:21]=5[CH:20]=4)=[CH:15][C:13]=3[N:14]=2)[CH:5]=[CH:6][C:7]=1[O:8][CH3:9].[CH:28]1[C:33]([C:34]([OH:36])=[O:35])=[CH:32][C:31]2[C:37]([O:39][C:40](=O)[C:30]=2[CH:29]=1)=[O:38]>>[CH3:9][O:8][C:7]1[CH:6]=[CH:5][C:4]([C:10]2[O:11][C:12]3[CH:18]=[CH:17][C:16]([C:19]4[CH:24]=[CH:23][C:22]5[O:25][CH2:26][O:27][C:21]=5[CH:20]=4)=[CH:15][C:13]=3[N:14]=2)=[CH:3][C:2]=1[N:1]1[C:37](=[O:38])[C:31]2[C:30](=[CH:29][CH:28]=[C:33]([C:34]([OH:36])=[O:35])[CH:32]=2)[C:40]1=[O:39]. Reported procedure: Prepared by the method of Example 15f), from 2-(3-amino-4-methoxyphenyl-5-[3,4-(methylenedioxy)phenyl]benzoxazole (120 mg, 0.33 mmol) and 1,2,4-benzenetricarboxylic anhydride (70 mg, 0.36 mmol) the title compound was obtained (82 mg, 46%). 1H NMR (DMSO) δ 8.45(dd, 1H), 8.37–8.32(m, 3H), 8.12(d, 1H), 7.96(d, 1H), 7.79(d, 1H), 7.63(dd, 1H), 7.49(d, 1H), 7.33(d, 1H), 7.20(dd, 1H), 7.02(d, 1H), 6.06(2H, s), 3.88(s, 3H). MS m/z 535.0 (M+H)+. The product is COC1=C(C=C(C=C1)C=1OC2=C(N1)C=C(C=C2)C2=CC1=C(C=C2)OCO1)N1C(C2=CC=C(C=C2C1=O)C(=O)O)=O (2-[2-Methoxy-5-[5-(3,4-methylenedioxyphenyl)benzoxazol-2-yl]phenyl]-1,3-dioxo-2,3-dihydro-1H-isoindole-5-carboxylic acid).